This data is from the Open Reaction Database (ORD), a public repository of structured organic reaction records. The task is: describe an organic reaction: reactants, conditions, products, and yield The reactants are N1=CC=C(C=C1)CNC(=S)N (N-(pyridin-4-ylmethyl)thiourea), C(#N)CC(=O)OCC (ethyl cyanoacetate). Run in C(C)(=O)O (acetic acid). The product is NC1=CC(NC(N1CC1=CC=NC=C1)=S)=O (6-Amino-1-(pyridin-4-ylmethyl)-2-thioxo-2,3-dihydro-1H-pyrimidin-4-one). Reaction SMILES: [N:1]1[CH:6]=[CH:5][C:4]([CH2:7][NH:8][C:9]([NH2:11])=[S:10])=[CH:3][CH:2]=1.[C:12]([CH2:14][C:15](OCC)=[O:16])#[N:13]>C(O)(=O)C>[NH2:13][C:12]1[N:8]([CH2:7][C:4]2[CH:5]=[CH:6][N:1]=[CH:2][CH:3]=2)[C:9](=[S:10])[NH:11][C:15](=[O:16])[CH:14]=1. Procedure details: The title compound was prepared in accordance with the general method described in Example 11(b), using N-(pyridin-4-ylmethyl)thiourea (1.0 g, 5.98 mmol) and ethyl cyanoacetate (0.64 mL, 5.98), with the exception that a 4 h reaction time was used, and the solution was neutralized with acetic acid. The crude title compound was obtained (1.07 g, 76%) as a solid. Reactants: N#Cc1ccc2[nH]cc(C3=CCNCC3)c2c1, Cc1nc2cc(OCCCCl)ccc2s1, CC#N, CCOC(C)=O, [I-], [K+], [NH4+], [OH-], O. The product is Cc1nc2cc(OCCCN3CC=C(c4c[nH]c5ccc(C#N)cc45)CC3)ccc2s1. Reaction SMILES: [C:16](#[N:17])[c:18]1[cH:19][c:20]2[c:21]([C:27]3=[CH:32][CH2:31][NH:30][CH2:29][CH2:28]3)[cH:22][nH:23][c:24]2[cH:25][cH:26]1.[CH3:1][c:2]1[s:3][c:4]2[c:5]([n:6]1)[cH:7][c:8]([O:11][CH2:12][CH2:13][CH2:14][Cl:15])[cH:9][cH:10]2.[CH3:35][C:36]#[N:37].[CH3:41][CH2:42][O:43][C:44](=[O:45])[CH3:46].[I-:34].[K+:33].[NH4+:39].[OH-:40].[OH2:38]>>[CH3:1][c:2]1[s:3][c:4]2[c:5]([n:6]1)[cH:7][c:8]([O:11][CH2:12][CH2:13][CH2:14][N:30]1[CH2:29][CH2:28][C:27]([c:21]3[c:20]4[cH:19][c:18]([C:16]#[N:17])[cH:26][cH:25][c:24]4[nH:23][cH:22]3)=[CH:32][CH2:31]1)[cH:9][cH:10]2.